Dataset: the Open Reaction Database (ORD), a public repository of structured organic reaction records. Task: describe an organic reaction: reactants, conditions, products, and yield The reactants are O=C1C2=C(SC3=C(C1)C=CC=C3)C=C(C=C2)C(=O)O (10,11-dihydro-11-oxodibenzo[b,f]thiepin-3-carboxylic acid), S(=O)(Cl)Cl (thionyl chloride). Product: ClC(=O)C=1C=CC2=C(SC3=C(CC2=O)C=CC=C3)C1 (3-Chlorocarbonyl-10,11-dihydro-11-oxodibenzo[b,f]-thiepin). Reaction SMILES: [O:1]=[C:2]1[CH2:8][C:7]2[CH:9]=[CH:10][CH:11]=[CH:12][C:6]=2[S:5][C:4]2[CH:13]=[C:14]([C:17]([OH:19])=O)[CH:15]=[CH:16][C:3]1=2.S(Cl)([Cl:22])=O>>[Cl:22][C:17]([C:14]1[CH:15]=[CH:16][C:3]2[C:2](=[O:1])[CH2:8][C:7]3[CH:9]=[CH:10][CH:11]=[CH:12][C:6]=3[S:5][C:4]=2[CH:13]=1)=[O:19]. Procedure details: Heat a solution of 5 g. of 10,11-dihydro-11-oxodibenzo[b,f]thiepin-3-carboxylic acid and 40 ml. of thionyl chloride under reflux for 20 minutes. Evaporate the reaction mixture under vacuum to dryness. Repeat the evaporation with two 30 ml. portions of carbon tetrachloride. Crystallize the residue from diisopropyl ether to obtain the title product. Starting materials: O (water), OC1CCNCC1 (4-hydroxypiperidine), ClC1=CC=C(C(=O)Cl)C=C1 (p-chlorobenzoyl chloride), C(=O)([O-])[O-].[K+].[K+] (K2CO3), O (water). Solvent: C(Cl)(Cl)Cl (CHCl3), C(Cl)(Cl)Cl (CHCl3). Run at time 8 hour. Product: ClC1=CC=C(C(=O)N2CCC(CC2)O)C=C1 (1-(4-Chlorobenzoyl)-4-hydroxypiperidine). RXN SMILES: [OH:1][CH:2]1[CH2:7][CH2:6][NH:5][CH2:4][CH2:3]1.C([O-])([O-])=O.[K+].[K+].O.[Cl:15][C:16]1[CH:24]=[CH:23][C:19]([C:20](Cl)=[O:21])=[CH:18][CH:17]=1>C(Cl)(Cl)Cl>[Cl:15][C:16]1[CH:24]=[CH:23][C:19]([C:20]([N:5]2[CH2:6][CH2:7][CH:2]([OH:1])[CH2:3][CH2:4]2)=[O:21])=[CH:18][CH:17]=1 |f:1.2.3|. Procedure details: 30 g (0.296 mol) of 4-hydroxypiperidine, 260 ml of CHCl3, 57.3 g (0.414 mol) of K2CO3 and 260 ml of water are placed in a one liter Erlenmeyer flask, 51.8 g (0.296 mol) of p-chlorobenzoyl chloride, dissolved in 50 ml of CHCl3, are added in the course of 15 minutes, whilst cooling with a bath of iced water. The mixture is stirred overnight at ambient temperature. The organic phase is decanted, the aqueous phase is extracted with CHCl3 and the CHCl3 extract is washed with water until the pH is 6-7... Starting materials: NC1=C(C(=NN1C1=C(C=C(C=C1Cl)Cl)Cl)C#N)SC#N (5-amino-3-cyano-4-thiocyanato-1-(2,4,6-trichlorophenyl)-1H-pyrazole), [OH-].[Na+] (NaOH). Reagents/catalysts: [Cl-].C(C1=CC=CC=C1)[N+](CC)(CC)CC (Benzyltriethylammonium chloride). Run in C(Cl)(Cl)Cl (CHCl3), O (water). Conditions: time 3.1 hour. The product is NC1=C(C(=NN1C1=C(C=C(C=C1Cl)Cl)Cl)C#N)SSC=1C(=NN(C1N)C1=C(C=C(C=C1Cl)Cl)Cl)C#N (4,4'-dithiobis[5-amino-3-cyano-1-(2,4,6-trichlorophenyl)-1H-pyrazole]). Yield: 93.5%. RXN SMILES: [OH-].[Na+].[NH2:3][C:4]1[N:8]([C:9]2[C:14]([Cl:15])=[CH:13][C:12]([Cl:16])=[CH:11][C:10]=2[Cl:17])[N:7]=[C:6]([C:18]#[N:19])[C:5]=1[S:20]C#N>[Cl-].C([N+](CC)(CC)CC)C1C=CC=CC=1.O.C(Cl)(Cl)Cl>[NH2:3][C:4]1[N:8]([C:9]2[C:14]([Cl:15])=[CH:13][C:12]([Cl:16])=[CH:11][C:10]=2[Cl:17])[N:7]=[C:6]([C:18]#[N:19])[C:5]=1[S:20][S:20][C:5]1[C:6]([C:18]#[N:19])=[N:7][N:8]([C:9]2[C:10]([Cl:17])=[CH:11][C:12]([Cl:16])=[CH:13][C:14]=2[Cl:15])[C:4]=1[NH2:3] |f:0.1,3.4|. Reported procedure: Benzyltriethylammonium chloride (0.32 g, 0.0014 mole) and a solution of NaOH (6.0 g, 0.15 mol) in water (20 cc) were added with stirring to a suspension of 5-amino-3-cyano-4-thiocyanato-1-(2,4,6-trichlorophenyl)-1H-pyrazole (16.2 g, 0.047 mol) in CHCl3 (180 cc). The resulting mixture was stirred under laboratory atmosphere, at ambient temperature, for 3.1 hours, at the end of which time a TLC of a reaction aliquot portion showed that the reaction was complete. The yellow-coloured solid product w...